From a dataset of the Open Reaction Database (ORD), a public repository of structured organic reaction records. describe an organic reaction: reactants, conditions, products, and yield The yield is 102.1%. Reactants: BrC=1C=C2C(=CN(C(C2=CC1)=O)CC1(CC1)CO[Si](C)(C)C(C)(C)C)SC[C@@H]1CN(CCC1)C(=O)OC(C)(C)C (tert-Butyl (3S)-3-{[(6-bromo-2-{[1-({[tert-butyl(dimethyl)silyl]oxy}methyl)-cyclopropyl]methyl}-1-oxo-1,2-dihydroisoquinolin-4-yl)sulfanyl]methyl}piperidine-1-carboxylate), C1(CC1)NC(C1=CC(=C(C(=C1)B1OC(C(O1)(C)C)(C)C)C)F)=O (N-cyclopropyl-3-fluoro-4-methyl-5-(4,4,5,5-tetramethyl-1,3,2-dioxaborolan-2-yl)benzamide). RXN SMILES: Br[C:2]1[CH:3]=[C:4]2[C:9](=[CH:10][CH:11]=1)[C:8](=[O:12])[N:7]([CH2:13][C:14]1([CH2:17][O:18][Si:19]([C:22]([CH3:25])([CH3:24])[CH3:23])([CH3:21])[CH3:20])[CH2:16][CH2:15]1)[CH:6]=[C:5]2[S:26][CH2:27][C@H:28]1[CH2:33][CH2:32][CH2:31][N:30]([C:34]([O:36][C:37]([CH3:40])([CH3:39])[CH3:38])=[O:35])[CH2:29]1.[CH:41]1([NH:44][C:45](=[O:63])[C:46]2[CH:51]=[C:50](B3OC(C)(C)C(C)(C)O3)[C:49]([CH3:61])=[C:48]([F:62])[CH:47]=2)[CH2:43][CH2:42]1>>[Si:19]([O:18][CH2:17][C:14]1([CH2:13][N:7]2[CH:6]=[C:5]([S:26][CH2:27][C@@H:28]3[CH2:33][CH2:32][CH2:31][N:30]([C:34]([O:36][C:37]([CH3:40])([CH3:39])[CH3:38])=[O:35])[CH2:29]3)[C:4]3[C:9](=[CH:10][CH:11]=[C:2]([C:50]4[CH:51]=[C:46]([C:45](=[O:63])[NH:44][CH:41]5[CH2:42][CH2:43]5)[CH:47]=[C:48]([F:62])[C:49]=4[CH3:61])[CH:3]=3)[C:8]2=[O:12])[CH2:15][CH2:16]1)([C:22]([CH3:24])([CH3:23])[CH3:25])([CH3:20])[CH3:21]. Reported procedure: tert-Butyl (3S)-3-{[(6-bromo-2-{[1-({[tert-butyl(dimethyl)silyl]oxy}methyl)-cyclopropyl]methyl}-1-oxo-1,2-dihydroisoquinolin-4-yl)sulfanyl]methyl}piperidine-1-carboxylate (Example 63d, 109 mg) was reacted with N-cyclopropyl-3-fluoro-4-methyl-5-(4,4,5,5-tetramethyl-1,3,2-dioxaborolan-2-yl)benzamide (45 mg) by the method of Example 58d to afford the subtitle compound (110 mg) as a colourless oil. Yields the product [Si](C)(C)(C(C)(C)C)OCC1(CC1)CN1C(C2=CC=C(C=C2C(=C1)SC[C@H]1CN(CCC1)C(=O)OC(C)(C)C)C1=C(C(=CC(=C1)C(NC1CC1)=O)F)C)=O (tert-Butyl (3R)-3-{[(2-{[1-({[tert-butyl(dimethyl)silyl]oxy}methyl)-cyclopropyl]methyl}-6-[5-(cyclopropylcarbamoyl)-3-fluoro-2-methylphenyl]-1-oxo-1,2-dihydroisoquinolin-4-yl)sulfanyl]methyl}piperidine-1-carboxylate).